This data is from the Open Reaction Database (ORD), a public repository of structured organic reaction records. The task is: describe an organic reaction: reactants, conditions, products, and yield Starting materials: C(C)(C)(C)C1=NOC(=C1)N (3-tert-butyl-isoxazol-5-ylamine), N1=CC=CC=C1 (pyridine), ClC(=O)OC1=CC=C(C=C1)[N+](=O)[O-] (p-nitrophenyl chloroformate). Run in ClCCl (dichloromethane). Reaction conditions: time 2 hour. Yields the product [N+](=O)([O-])C1=CC=C(C=C1)OC(NC1=CC(=NO1)C(C)(C)C)=O ((3-tert-Butyl-isoxazol-5-yl)-carbamic acid 4-nitrophenyl ester). Isolated yield 40.4%. As a reaction SMILES: [C:1]([C:5]1[CH:9]=[C:8]([NH2:10])[O:7][N:6]=1)([CH3:4])([CH3:3])[CH3:2].N1C=CC=CC=1.Cl[C:18]([O:20][C:21]1[CH:26]=[CH:25][C:24]([N+:27]([O-:29])=[O:28])=[CH:23][CH:22]=1)=[O:19]>ClCCl>[N+:27]([C:24]1[CH:23]=[CH:22][C:21]([O:20][C:18](=[O:19])[NH:10][C:8]2[O:7][N:6]=[C:5]([C:1]([CH3:4])([CH3:3])[CH3:2])[CH:9]=2)=[CH:26][CH:25]=1)([O-:29])=[O:28]. Procedure: A solution of 3-tert-butyl-isoxazol-5-ylamine (2.50 g, 17.83 mmol) in dichloromethane was treated with pyridine (2 mL, 26.7 mmol) followed by p-nitrophenyl chloroformate (3.77 g, 18.73 mmol). The mixture was stirred at room temperature for 2 hours. The reaction mixture was washed with 1N HCl, filtered, and concentrated under reduced pressure. The residue was triturated with ether and collected by filtration to afford 2.2 g of product (41% yield). Starting materials: CCOC(C)=O, Cc1nnc(C)c(-c2ccc(Cl)cc2)c1Cl, [H-], [Na+], CN(C)C=O, c1nc[nH]n1. Yields the product Cc1nnc(C)c(-n2cncn2)c1-c1ccc(Cl)cc1. RXN SMILES: [CH3:29][CH2:30][O:31][C:32](=[O:33])[CH3:34].[Cl:13][c:14]1[c:15]([CH3:28])[n:16][n:17][c:18]([CH3:27])[c:19]1-[c:20]1[cH:21][cH:22][c:23]([Cl:26])[cH:24][cH:25]1.[H-:1].[Na+:2].[O:3]=[CH:4][N:5]([CH3:6])[CH3:7].[nH:8]1[n:9][cH:10][n:11][cH:12]1>>[n:8]1(-[c:14]2[c:15]([CH3:28])[n:16][n:17][c:18]([CH3:27])[c:19]2-[c:20]2[cH:21][cH:22][c:23]([Cl:26])[cH:24][cH:25]2)[n:9][cH:10][n:11][cH:12]1. The reactants are O=C(Cl)C(=O)Cl, ClCCl, CS(=O)(=O)c1ccc(C(CC2CCCC2)C(=O)Nc2ccn(CCC(=O)O)n2)cc1Cl, NCCN1CCOCC1, Cc1cccc(C)n1. Product: CS(=O)(=O)c1ccc(C(CC2CCCC2)C(=O)Nc2ccn(CCC(=O)NCCN3CCOCC3)n2)cc1Cl. RXN SMILES: [C:32]([Cl:33])(=[O:34])[C:35]([Cl:36])=[O:37].[CH2:55]([Cl:56])[Cl:57].[Cl:1][c:2]1[cH:3][c:4]([CH:12]([C:13](=[O:14])[NH:15][c:16]2[n:17][n:18]([CH2:21][CH2:22][C:23](=[O:24])[OH:25])[cH:19][cH:20]2)[CH2:26][CH:27]2[CH2:28][CH2:29][CH2:30][CH2:31]2)[cH:5][cH:6][c:7]1[S:8](=[O:9])(=[O:10])[CH3:11].[NH2:46][CH2:47][CH2:48][N:49]1[CH2:50][CH2:51][O:52][CH2:53][CH2:54]1.[n:38]1[c:39]([CH3:40])[cH:41][cH:42][cH:43][c:44]1[CH3:45]>>[Cl:1][c:2]1[cH:3][c:4]([CH:12]([C:13](=[O:14])[NH:15][c:16]2[n:17][n:18]([CH2:21][CH2:22][C:23](=[O:25])[NH:46][CH2:47][CH2:48][N:49]3[CH2:50][CH2:51][O:52][CH2:53][CH2:54]3)[cH:19][cH:20]2)[CH2:26][CH:27]2[CH2:28][CH2:29][CH2:30][CH2:31]2)[cH:5][cH:6][c:7]1[S:8](=[O:9])(=[O:10])[CH3:11]. Starting materials: OC1=C(C=CC(=C1CCC)S)C(C)=O (2'-hydroxy-4'-mercapto-3'-propylacetophenone), BrCCCCBr (1.4-dibromobutane), C([O-])([O-])=O.[K+].[K+] (potassium carbonate), [I-].[K+] (potassium iodide). Solvent: CC(=O)C (acetone), CC(=O)C (acetone). The product is C(C)(=O)C1=C(C(=C(C=C1)SCCCCBr)CCC)O (4-(4-Acetyl-3-hydroxy-2-propylphenylthio)butylbromide). Isolated yield 52.5%. RXN SMILES: [Br:1][CH2:2][CH2:3][CH2:4][CH2:5]Br.C(=O)([O-])[O-].[K+].[K+].[I-].[K+].[OH:15][C:16]1[C:21]([CH2:22][CH2:23][CH3:24])=[C:20]([SH:25])[CH:19]=[CH:18][C:17]=1[C:26](=[O:28])[CH3:27]>CC(C)=O>[C:26]([C:17]1[CH:18]=[CH:19][C:20]([S:25][CH2:5][CH2:4][CH2:3][CH2:2][Br:1])=[C:21]([CH2:22][CH2:23][CH3:24])[C:16]=1[OH:15])(=[O:28])[CH3:27] |f:1.2.3,4.5|. Procedure details: To a refluxing mixture of 1.4-dibromobutane (32.9 g), anhydrous potassium carbonate (5.25 g) and potassium iodide (1 g) in acetone (100 ml) was added dropwise a solution of 2'-hydroxy-4'-mercapto-3'-propylacetophenone (8.00 g) in acetone (20 ml) during an hour and refluxed for 2 hours. The mixture was filtered off and the solvent was evaporated. The resulting residue was purified by silica gel column chromatography, eluting with benzene, to give the title compound (6.90 g, 52.6 %) as yellow oil. The reactants are C(C)(C)(C)OC(CN1C=C(C2=CC(=CC=C12)C)C1NS(C2=C1C=CC=C2)(=O)=O)=O ([3-(1,1-Dioxo-2,3-dihydro-1H-1λ6-benzo[d]isothiazol-3-yl)-5-methyl-indol-1-yl]-acetic acid tert-butyl ester), BrC(C#N)C (2-bromo-propionitrile). Product: C(#N)C(N1S(C2=C(C1C1=CN(C3=CC=C(C=C13)C)CC(=O)O)C=CC=C2)(=O)=O)C ({3-[2-(Cyano-methyl-methyl)-1,1-dioxo-2,3-dihydro-1H-1λ6-benzo[d]isothiazol-3-yl]-5-methyl-indol-1-yl}-acetic acid). Reaction SMILES: C([O:5][C:6](=[O:29])[CH2:7][N:8]1[C:16]2[C:11](=[CH:12][C:13]([CH3:17])=[CH:14][CH:15]=2)[C:10]([CH:18]2[C:22]3[CH:23]=[CH:24][CH:25]=[CH:26][C:21]=3[S:20](=[O:28])(=[O:27])[NH:19]2)=[CH:9]1)(C)(C)C.Br[CH:31]([CH3:34])[C:32]#[N:33]>>[C:32]([CH:31]([CH3:34])[N:19]1[CH:18]([C:10]2[C:11]3[C:16](=[CH:15][CH:14]=[C:13]([CH3:17])[CH:12]=3)[N:8]([CH2:7][C:6]([OH:5])=[O:29])[CH:9]=2)[C:22]2[CH:23]=[CH:24][CH:25]=[CH:26][C:21]=2[S:20]1(=[O:28])=[O:27])#[N:33]. Procedure details: The title compound was prepared by the method described for example 14 using the product from example 2, step c) and 2-bromo-propionitrile. MS: ESI (negative): 408 (M−H). Starting materials: Cc1nc(-n2cncn2)ccc1N, CCCCCC, CC(=O)OC(C)=O, CN(C)C=O, COCCOC, CC(C)(C)ON=O. The product is CC(=O)Oc1ccc(-n2cncn2)nc1C. RXN SMILES: [CH3:1][c:2]1[n:3][c:4](-[n:9]2[n:10][cH:11][n:12][cH:13]2)[cH:5][cH:6][c:7]1[NH2:8].[CH3:21][CH2:22][CH2:23][CH2:24][CH2:25][CH3:26].[CH3:27][C:28](=[O:29])[O:30][C:31](=[O:32])[CH3:33].[CH3:34][N:35]([CH3:36])[CH:37]=[O:38].[CH3:39][O:40][CH2:41][CH2:42][O:43][CH3:44].[N:14]([O:15][C:16]([CH3:17])([CH3:18])[CH3:19])=[O:20]>>[CH3:1][c:2]1[n:3][c:4](-[n:9]2[n:10][cH:11][n:12][cH:13]2)[cH:5][cH:6][c:7]1[O:30][C:28]([CH3:27])=[O:29]. Reactants: COC(=O)C(C)(C)C, CC#N, [H-], [Na+], C1CCOC1. Product: CC(C)(C)C(=O)CC#N. Reaction SMILES: [C:3]([C:4]([CH3:5])([CH3:6])[CH3:7])([O:9][CH3:8])=[O:10].[CH3:11][C:12]#[N:13].[H-:1].[Na+:2].[O:14]1[CH2:15][CH2:16][CH2:17][CH2:18]1>>[C:3]([C:4]([CH3:5])([CH3:6])[CH3:7])(=[O:9])[CH2:11][C:12]#[N:13].